Dataset: the Open Reaction Database (ORD), a public repository of structured organic reaction records. Task: describe an organic reaction: reactants, conditions, products, and yield Reactants: NC1=CC(=C(C(=O)NC)C=C1)F (4-amino-2-fluoro-N-methylbenzamide), [Si](C)(C)(C)C#N (TMSCN), [Si](C)(C)(C)OS(=O)(=O)C(F)(F)F (TMSOTf), CC(=O)C (acetone). The solvent is C(Cl)Cl (DCM). Reaction conditions: time 8 hour. Product: C(#N)C(C)(C)NC1=CC(=C(C(=O)NC)C=C1)F (4-((2-cyanopropan-2-yl)amino)-2-fluoro-N-methylbenzamide). Isolated yield 40.0%. As a reaction SMILES: [NH2:1][C:2]1[CH:11]=[CH:10][C:5]([C:6]([NH:8][CH3:9])=[O:7])=[C:4]([F:12])[CH:3]=1.[Si]([C:17]#[N:18])(C)(C)C.[Si](OS(C(F)(F)F)(=O)=O)(C)(C)C.[CH3:31][C:32]([CH3:34])=O>C(Cl)Cl>[C:17]([C:32]([NH:1][C:2]1[CH:11]=[CH:10][C:5]([C:6]([NH:8][CH3:9])=[O:7])=[C:4]([F:12])[CH:3]=1)([CH3:34])[CH3:31])#[N:18]. Procedure details: A mixture of 4-amino-2-fluoro-N-methylbenzamide (2 g, 11.9 mmol), TMSCN (2.2 mL, 17.9 mmol), TMSOTf (0.1 mL, 0.6 mmol), and acetone (10 mL, 140 mmol) in DCM (20 mL) was stirred at room temperature overnight. The white solid was filtered, washed with a small amount of DCM, and dried to afford 1.12 g of 4-((2-cyanopropan-2-yl)amino)-2-fluoro-N-methylbenzamide as a white solid. 1H NMR (300 MHz, DMSO-d6) δ 7.79 (t, 1H), 7.56 (t, 1H), 6.88 (s, 1H), 6.67 (dd, 1H), 6.54 (dd, 1H), 2.75 (d, 3H), 1.67 (s,... Reactants: COC(=O)c1ccnc(Cl)c1, OB(O)C=Cc1ccc(F)cc1, [K+], [K+], [K+], O=P([O-])([O-])[O-], Cl[Pd]Cl. Yields the product COC(=O)c1ccnc(C=Cc2ccc(F)cc2)c1. Reaction SMILES: [Cl:1][c:2]1[cH:3][c:4]([C:5](=[O:6])[O:7][CH3:8])[cH:9][cH:10][n:11]1.[F:12][c:13]1[cH:14][cH:15][c:16]([CH:17]=[CH:18][B:19]([OH:20])[OH:21])[cH:22][cH:23]1.[K+:29].[K+:30].[K+:31].[P:24]([O-:25])([O-:26])([O-:27])=[O:28].[Pd:32]([Cl:33])[Cl:34]>>[c:2]1([CH:18]=[CH:17][c:16]2[cH:15][cH:14][c:13]([F:12])[cH:23][cH:22]2)[cH:3][c:4]([C:5](=[O:6])[O:7][CH3:8])[cH:9][cH:10][n:11]1. The reactants are CCO, CCOC(=O)Cn1ccnc1CN(Cc1ccc(CN2CCC3(CCN(C4CCCCC4)CC3)C2)cc1)Cc1ncc[nH]1. The product is O=C(O)Cn1ccnc1CN(Cc1ccc(CN2CCC3(CCN(C4CCCCC4)CC3)C2)cc1)Cc1ncc[nH]1. Reaction SMILES: [CH3:44][CH2:45][OH:46].[CH:1]1([N:7]2[CH2:8][CH2:9][C:10]3([CH2:11][CH2:12][N:13]([CH2:15][c:16]4[cH:17][cH:18][c:19]([CH2:20][N:21]([CH2:22][c:23]5[nH:24][cH:25][cH:26][n:27]5)[CH2:28][c:29]5[n:30]([CH2:34][C:35](=[O:36])[O:37][CH2:38][CH3:39])[cH:31][cH:32][n:33]5)[cH:40][cH:41]4)[CH2:14]3)[CH2:42][CH2:43]2)[CH2:2][CH2:3][CH2:4][CH2:5][CH2:6]1>>[CH:1]1([N:7]2[CH2:8][CH2:9][C:10]3([CH2:11][CH2:12][N:13]([CH2:15][c:16]4[cH:17][cH:18][c:19]([CH2:20][N:21]([CH2:22][c:23]5[nH:24][cH:25][cH:26][n:27]5)[CH2:28][c:29]5[n:30]([CH2:34][C:35](=[O:36])[OH:37])[cH:31][cH:32][n:33]5)[cH:40][cH:41]4)[CH2:14]3)[CH2:42][CH2:43]2)[CH2:2][CH2:3][CH2:4][CH2:5][CH2:6]1. Reactants: O=C1N(C=2N(C(=C1CC1=CC=C(C=C1)C=1C(=CC=CC1)C#N)CCC)N=CN2)C2CCC(CC2)=O (4′-{[5-oxo-4-(4-oxocyclohexyl)-7-propyl-4,5-dihydro[1,2,4]triazolo[1,5-a]pyrimidin-6-yl]methyl}biphenyl-2-carbonitrile), [BH4-].[Na+] (sodium tetrahydroborate), [BH4-].[Na+] (Sodium tetrahydroborate), [Cl-].[NH4+] (ammonium chloride), O1CCCC1 (tetrahydrofuran). Run in CO (methanol), CO (methanol). Conditions: time 1.5 hour. Yields the product O[C@H]1CC[C@H](CC1)N1C=2N(C(=C(C1=O)CC1=CC=C(C=C1)C=1C(=CC=CC1)C#N)CCC)N=CN2 (4′-{[4-(cis-4-hydroxycyclohexyl)-5-oxo-7-propyl-4,5-dihydro[1,2,4]triazolo[1,5-a]pyrimidin-6-yl]methyl}biphenyl-2-carbonitrile). Yield: 4.9%. As a reaction SMILES: [BH4-].[Na+].[O:3]=[C:4]1[C:9]([CH2:10][C:11]2[CH:16]=[CH:15][C:14]([C:17]3[C:18]([C:23]#[N:24])=[CH:19][CH:20]=[CH:21][CH:22]=3)=[CH:13][CH:12]=2)=[C:8]([CH2:25][CH2:26][CH3:27])[N:7]2[N:28]=[CH:29][N:30]=[C:6]2[N:5]1[CH:31]1[CH2:36][CH2:35][C:34](=[O:37])[CH2:33][CH2:32]1.O1CCCC1.[Cl-].[NH4+]>CO>[OH:37][C@@H:34]1[CH2:35][CH2:36][C@H:31]([N:5]2[C:4](=[O:3])[C:9]([CH2:10][C:11]3[CH:16]=[CH:15][C:14]([C:17]4[C:18]([C:23]#[N:24])=[CH:19][CH:20]=[CH:21][CH:22]=4)=[CH:13][CH:12]=3)=[C:8]([CH2:25][CH2:26][CH3:27])[N:7]3[N:28]=[CH:29][N:30]=[C:6]23)[CH2:32][CH2:33]1 |f:0.1,4.5|. Procedure details: Sodium tetrahydroborate (0.55 g) was dissolved in methanol (30 mL), a mixture of 4′-{[5-oxo-4-(4-oxocyclohexyl)-7-propyl-4,5-dihydro[1,2,4]triazolo[1,5-a]pyrimidin-6-yl]methyl}biphenyl-2-carbonitrile (5.9 g) and methanol (30 mL) was added dropwise at 0° C., and tetrahydrofuran (10 mL) was added. The mixture was stirred at room temperature for 1.5 hr, sodium tetrahydroborate (0.23 g) was added, and the mixture was stirred at room temperature for 30 min. Saturated aqueous ammonium chloride solutio...